From a dataset of the Open Reaction Database (ORD), a public repository of structured organic reaction records. describe an organic reaction: reactants, conditions, products, and yield The reactants are ClC1=CC=C(N=N1)NN ((6-chloro-3-pyridazinyl)hydrazine), C(C(=O)OCC)(=O)OCC (diethyl oxalate). Run in C(C)O (ethanol). Run at time 16 hour. Yields the product ClC=1C=CC=2N(N1)C(=NN2)C(=O)OCC (Ethyl 6-Chloro[1,2,4]triazolo[4,3-b]pyridazine-3-carboxylate). Reaction SMILES: [Cl:1][C:2]1[N:7]=[N:6][C:5]([NH:8][NH2:9])=[CH:4][CH:3]=1.[C:10](OCC)(=O)[C:11]([O:13][CH2:14][CH3:15])=[O:12]>C(O)C>[Cl:1][C:2]1[CH:3]=[CH:4][C:5]2[N:6]([C:10]([C:11]([O:13][CH2:14][CH3:15])=[O:12])=[N:9][N:8]=2)[N:7]=1. Procedure: 7.04 g of (6-chloro-3-pyridazinyl)hydrazine was dissolved in 70 ml of ethanol; 8.6 ml of diethyl oxalate was added, followed by stirring at room temperature for 16 hours and subsequent refluxing under heating for 1 day. After cooling, the precipitated crystal was washed with diethyl ether and dried to yield 7.32 g of the title compound.